Dataset: the Open Reaction Database (ORD), a public repository of structured organic reaction records. Task: describe an organic reaction: reactants, conditions, products, and yield Starting materials: COC1=C(C(C(=O)OC)=CC(=C1OC)OC)N (methyl 3,4,5-trimethoxyanthranilate). Run in COC(N(C)C)OC (N,N-dimethylformamide dimethyl acetal). Reaction conditions: temperature -78 celsius, time 15 minute. Product: OC1=C(C=NC2=C(C(=C(C=C12)OC)OC)OC)C#N (4-hydroxy-6,7,8-trimethoxy-quinoline-3-carbonitrile). Isolated yield 159.2%. RXN SMILES: [CH3:1][O:2][C:3]1[C:12]([O:13][CH3:14])=[C:11]([O:15][CH3:16])[CH:10]=[C:5]([C:6]([O:8]C)=O)[C:4]=1[NH2:17]>COC(OC)N(C)C>[OH:8][C:6]1[C:5]2[C:4](=[C:3]([O:2][CH3:1])[C:12]([O:13][CH3:14])=[C:11]([O:15][CH3:16])[CH:10]=2)[N:17]=[CH:12][C:3]=1[C:4]#[N:17]. Procedure details: A mixture of 4.82 g of methyl 3,4,5-trimethoxyanthranilate in 20 ml of N,N-dimethylformamide dimethyl acetal was refluxed for 18 hours and concentrated in vacuo. The crude amidine product was used in the next step without further purification. To 25 ml of tetrahydrofuran at -78° C. was added 17.6 ml of 2.5M n-butyllithium in hexanes. Then 2.35 ml of acetonitrile in 45 ml of tetrahydrofuran was added dropwise. The mixture was stirred at -78° C. for 15 minutes. Then a solution of the crude amidine... Reactants: CCCCO, Cc1ccc(CN)cn1, CCN(C(C)C)C(C)C, Fc1nc(Cl)c2[nH]cnc2n1. The product is Cc1ccc(CNc2nc(F)nc3[nH]cnc23)cn1. Reaction SMILES: [CH2:30]([OH:31])[CH2:32][CH2:33][CH3:34].[CH3:21][c:22]1[cH:23][cH:24][c:25]([CH2:28][NH2:29])[cH:26][n:27]1.[CH:12]([N:13]([CH2:14][CH3:15])[CH:16]([CH3:17])[CH3:18])([CH3:19])[CH3:20].[Cl:1][c:2]1[c:3]2[nH:4][cH:5][n:6][c:7]2[n:8][c:9]([F:11])[n:10]1>>[c:2]1([NH:29][CH2:28][c:25]2[cH:24][cH:23][c:22]([CH3:21])[n:27][cH:26]2)[c:3]2[n:4][cH:5][nH:6][c:7]2[n:8][c:9]([F:11])[n:10]1. Reactants: [Al] (aluminium), N1=CC(=CC=C1)CN1CCC(CC1)=O (N-(3-pyridylmethyl)-4-piperidone), Cl.O[NH3+] (hydroxylammonium hydrochloride), [OH-].[Na+] (sodium hydroxide). Reagents/catalysts: [Ni] (nickel). The solvent is C(C)O (ethanol). The product is NC1CCN(CC1)CC=1C=NC=CC1 (4-amino-N-(3-pyridylmethyl)piperidine). As a reaction SMILES: [N:1]1[CH:6]=[CH:5][CH:4]=[C:3]([CH2:7][N:8]2[CH2:13][CH2:12][C:11](=O)[CH2:10][CH2:9]2)[CH:2]=1.Cl.O[NH3+:17].[OH-].[Na+].[Al]>C(O)C.[Ni]>[NH2:17][CH:11]1[CH2:12][CH2:13][N:8]([CH2:7][C:3]2[CH:2]=[N:1][CH:6]=[CH:5][CH:4]=2)[CH2:9][CH2:10]1 |f:1.2,3.4|. Procedure details: 38.05 Grams of N-(3-pyridylmethyl)-4-piperidone and 27.8 grams of hydroxylammonium hydrochloride were dissolved in 600 milliliters of ethanol. 300 milliliters of 30% sodium hydroxide were added and the solution refluxed for half an hour, and then 40 grams of nickel, aluminium alloy were carefully added portionwise to the refluxing solution. The solution was refluxed for a further 3 hours, cooled and filtered through kieselguhr. The solution was evaporated and the residue treated with ether. The ... The reactants are ClC1=CC=C(CNC(=O)C2=C(C=CC=C2)C2=C(C=CC=C2)C(=O)N(CCC2=C(C=C(C=C2)Cl)Cl)CCC(=O)O)C=C1 (3-(N-((2-(2-((4-chlorobenzylamino)carbonyl)phenyl)phenyl)carbonyl)-N-(2-(2,4-dichlorophenyl)ethyl)amino)propanoic acid), Cl (hydrochloric acid), C(C)(=O)OCC (ethyl acetate), N1=CC(=CC=C1)CN (3-picolylamine), Cl.C(C)N=C=NCCCN(C)C (1-ethyl-3-[3-(dimethylamino)propyl]carbodiimide hydrochloride). The solvent is C(Cl)Cl (methylene chloride). Reaction conditions: time 8 hour. Yields the product C(C)OC(CCN(CCC1=CC=C(C=C1)OCC)C(=O)C1=C(C=CC=C1)C1=C(C=CC=C1)C(=O)NCC=1C=NC=CC1)=O (3-(N-((2-(2-((pyridin-3-ylmethylamino)carbonyl)phenyl)phenyl)carbonyl)-N-(2-(4-ethoxyphenyl)ethyl)amino)propanoic acid ethyl ester). RXN SMILES: ClC1C=CC(CN[C:8]([C:10]2[CH:15]=[CH:14][CH:13]=[CH:12][C:11]=2[C:16]2[CH:21]=[CH:20][CH:19]=[CH:18][C:17]=2[C:22]([N:24]([CH2:35][CH2:36][C:37]([OH:39])=[O:38])[CH2:25][CH2:26][C:27]2[CH:32]=[CH:31][C:30](Cl)=[CH:29][C:28]=2Cl)=[O:23])=[O:9])=CC=1.[N:42]1[CH:47]=[CH:46][CH:45]=[C:44]([CH2:48][NH2:49])[CH:43]=1.Cl.[CH2:51](N=C=NCCCN(C)C)[CH3:52].Cl.[C:63](OCC)(=[O:65])[CH3:64]>C(Cl)Cl>[CH2:51]([O:39][C:37](=[O:38])[CH2:36][CH2:35][N:24]([C:22]([C:17]1[CH:18]=[CH:19][CH:20]=[CH:21][C:16]=1[C:11]1[CH:12]=[CH:13][CH:14]=[CH:15][C:10]=1[C:8]([NH:49][CH2:48][C:44]1[CH:43]=[N:42][CH:47]=[CH:46][CH:45]=1)=[O:9])=[O:23])[CH2:25][CH2:26][C:27]1[CH:28]=[CH:29][C:30]([O:65][CH2:63][CH3:64])=[CH:31][CH:32]=1)[CH3:52] |f:2.3|. Procedure: The compound prepared in reference example 2 (150 mg), 3-picolylamine (50 mg) and 1-ethyl-3-[3-(dimethylamino)propyl]carbodiimide hydrochloride (180 mg) were dissolved in methylene chloride (5 ml) and the mixture was stirred overnight at room temperature. The reaction mixture was poured into a mixture of ethyl acetate and 1N hydrochloric acid and the aqueous layer was extracted with ethyl acetate. Combined organic layer was washed with brine and dried over anhydrous magnesium sulfate. The solven...